Dataset: the Open Reaction Database (ORD), a public repository of structured organic reaction records. Task: describe an organic reaction: reactants, conditions, products, and yield Reactants: C1CCOC1, CCOC(=O)c1oc2cc(SC(=O)N(C)C)ccc2c1C, CO, Cl, [Na+], [OH-], O. Yields the product Cc1c(C(=O)O)oc2cc(SC(=O)N(C)C)ccc12. Reaction SMILES: [CH2:27]1[O:28][CH2:29][CH2:30][CH2:31]1.[CH3:1][N:2]([C:3](=[O:4])[S:5][c:6]1[cH:7][c:8]2[c:9]([c:10]([CH3:18])[c:11]([C:13](=[O:14])[O:15][CH2:16][CH3:17])[o:12]2)[cH:19][cH:20]1)[CH3:21].[CH3:24][OH:25].[ClH:26].[Na+:23].[OH-:22].[OH2:32]>>[CH3:1][N:2]([C:3](=[O:4])[S:5][c:6]1[cH:7][c:8]2[c:9]([c:10]([CH3:18])[c:11]([C:13](=[O:14])[OH:15])[o:12]2)[cH:19][cH:20]1)[CH3:21]. Reactants: FC1=C(OCCN2CCOCC2)C=CC(=C1)B1OC(C(O1)(C)C)(C)C (4-(2-(2-fluoro-4-(4,4,5,5-tetramethyl-1,3,2-dioxaborolane-2-yl)phenoxy)ethyl)morpholine), C([O-])([O-])=O.[Na+].[Na+] (sodium carbonate), BrC=1C=NC(=NC1)N1C[C@H](OCC1)CN1N=NC=2C1=NC(=CN2)C=2C=NN(C2)C ((S)-4-(5-bromopyrimidin-2-yl)-2-((6-(1-methyl-1H-pyrazol-4-yl)-1H-[1,2,3]triazolo[4,5-b]pyrazin-1-yl)methyl)morpholine). Reagents/catalysts: C=1C=CC(=CC1)[P](C=2C=CC=CC2)(C=3C=CC=CC3)[Pd]([P](C=4C=CC=CC4)(C=5C=CC=CC5)C=6C=CC=CC6)([P](C=7C=CC=CC7)(C=8C=CC=CC8)C=9C=CC=CC9)[P](C=1C=CC=CC1)(C=1C=CC=CC1)C=1C=CC=CC1 (Pd(PPh3)4). The solvent is O1CCOCC1 (dioxane). Conditions: temperature 105 celsius, time 4 hour. Product: FC=1C=C(C=CC1OCCN1CCOCC1)C=1C=NC(=NC1)N1C[C@H](OCC1)CN1N=NC=2C1=NC(=CN2)C=2C=NN(C2)C ((S)-4-(5-(3-fluoro-4-(2-morpholinoethoxy)phenyl)pyrimidin-2-yl)-2-((6-(1-methyl-1H-pyrazol-4-yl)-1H-[1,2,3]triazolo[4,5-b]pyrazin-1-yl)methyl)morpholine). Yield: 39.3%. Reaction SMILES: Br[C:2]1[CH:3]=[N:4][C:5]([N:8]2[CH2:13][CH2:12][O:11][C@H:10]([CH2:14][N:15]3[C:19]4=[N:20][C:21]([C:24]5[CH:25]=[N:26][N:27]([CH3:29])[CH:28]=5)=[CH:22][N:23]=[C:18]4[N:17]=[N:16]3)[CH2:9]2)=[N:6][CH:7]=1.[F:30][C:31]1[CH:45]=[C:44](B2OC(C)(C)C(C)(C)O2)[CH:43]=[CH:42][C:32]=1[O:33][CH2:34][CH2:35][N:36]1[CH2:41][CH2:40][O:39][CH2:38][CH2:37]1.C(=O)([O-])[O-].[Na+].[Na+]>O1CCOCC1.C1C=CC([P]([Pd]([P](C2C=CC=CC=2)(C2C=CC=CC=2)C2C=CC=CC=2)([P](C2C=CC=CC=2)(C2C=CC=CC=2)C2C=CC=CC=2)[P](C2C=CC=CC=2)(C2C=CC=CC=2)C2C=CC=CC=2)(C2C=CC=CC=2)C2C=CC=CC=2)=CC=1>[F:30][C:31]1[CH:45]=[C:44]([C:2]2[CH:3]=[N:4][C:5]([N:8]3[CH2:13][CH2:12][O:11][C@H:10]([CH2:14][N:15]4[C:19]5=[N:20][C:21]([C:24]6[CH:25]=[N:26][N:27]([CH3:29])[CH:28]=6)=[CH:22][N:23]=[C:18]5[N:17]=[N:16]4)[CH2:9]3)=[N:6][CH:7]=2)[CH:43]=[CH:42][C:32]=1[O:33][CH2:34][CH2:35][N:36]1[CH2:37][CH2:38][O:39][CH2:40][CH2:41]1 |f:2.3.4,^1:70,72,91,110|. Reported procedure: (S)-4-(5-bromopyrimidin-2-yl)-2-((6-(1-methyl-1H-pyrazol-4-yl)-1H-[1,2,3]triazolo[4,5-b]pyrazin-1-yl)methyl)morpholine 15 mg (0.033 mmol) was dissolved in dioxane 1 ml, and 4-(2-(2-fluoro-4-(4,4,5,5-tetramethyl-1,3,2-dioxaborolane-2-yl)phenoxy)ethyl)morpholine 17 mg (0.049 mmol) and 1M sodium carbonate 98.4 ul (0.098 mmol) were added. Pd(PPh3)4 2 mg (0.0016 mmol) was added, and the mixture was purged with N2 (g), followed by stirring at 105° C. for 4 hours. When the reaction was completed, the r... Reactants: O (water), C1(=CC=CC=C1)CC(=O)OCC (ethyl phenylacetate), ClC1=NN(C(=C1C(=O)Cl)Cl)C (3,5-dichloro-1-methylpyrazole-4-carboxylic acid chloride), CC(C)([O-])C.[K+] (potassium tert-butoxide). The solvent is O1CCCC1 (tetrahydrofuran). Conditions: time 1 hour. Product: C1(=CC=CC=C1)C(C(=O)OCC)=C(O)C=1C(=NN(C1Cl)C)Cl (ethyl 2-phenyl-3-(3,5-dichloro-1-methylpyrazol-4-yl)-3-hydroxyacrylate). Yield: 99.7%. RXN SMILES: [C:1]1([CH2:7][C:8]([O:10][CH2:11][CH3:12])=[O:9])[CH:6]=[CH:5][CH:4]=[CH:3][CH:2]=1.[Cl:13][C:14]1[C:18]([C:19](Cl)=[O:20])=[C:17]([Cl:22])[N:16]([CH3:23])[N:15]=1.CC(C)([O-])C.[K+].O>O1CCCC1>[C:1]1([C:7](=[C:19]([C:18]2[C:14]([Cl:13])=[N:15][N:16]([CH3:23])[C:17]=2[Cl:22])[OH:20])[C:8]([O:10][CH2:11][CH3:12])=[O:9])[CH:6]=[CH:5][CH:4]=[CH:3][CH:2]=1 |f:2.3|. Procedure: 8.2 g (50 mmols) of ethyl phenylacetate and 10.7 g (50 mmols) of 3,5-dichloro-1-methylpyrazole-4-carboxylic acid chloride were dissolved in 100 ml of dry tetrahydrofuran, and 14 g (125 mmols) of potassium tert-butoxide at room temperature. The reaction mixture was stirred at room temperature for 1 hour, and 300 ml of water was added thereto, and extracted with ethyl acetate. The organic layer was washed with water and saturated saline, and dried over anhydrous magnesium sulfate, and the solvent ... Starting materials: CCCCOCCOCCOc1nsnc1-c1cccnc1, CI, CC(C)=O. The product is CCCCOCCOCCOc1nsnc1-c1ccc[n+](C)c1, [I-]. RXN SMILES: [CH2:3]([CH2:4][CH2:5][CH3:6])[O:7][CH2:8][CH2:9][O:10][CH2:11][CH2:12][O:13][c:14]1[c:15](-[c:19]2[cH:20][n:21][cH:22][cH:23][cH:24]2)[n:16][s:17][n:18]1.[CH3:1][I:2].[CH3:25][C:26](=[O:27])[CH3:28]>>[CH3:1][n+:21]1[cH:20][c:19](-[c:15]2[c:14]([O:13][CH2:12][CH2:11][O:10][CH2:9][CH2:8][O:7][CH2:3][CH2:4][CH2:5][CH3:6])[n:18][s:17][n:16]2)[cH:24][cH:23][cH:22]1.[I-:2].